This data is from the Open Reaction Database (ORD), a public repository of structured organic reaction records. The task is: describe an organic reaction: reactants, conditions, products, and yield Starting materials: alkyl chloroformate, C([O-])(O)=O.[Na+] (sodium bicarbonate), ClC(=O)OC (methyl chloroformate), Br.NC=1NCC(N1)C1=CC=CC=C1 (2-amino-4-phenyl-2-imidazoline hydrobromide). The solvent is CC(=O)C (acetone). Conditions: time 16 hour. Product: COC(=O)NC=1NCC(N1)C1=CC=CC=C1 (4,5-dihydro-2-methoxycarbonylamino-4-phenylimidazole). RXN SMILES: Cl[C:2]([O:4][CH3:5])=[O:3].Br.[NH2:7][C:8]1[NH:9][CH2:10][CH:11]([C:13]2[CH:18]=[CH:17][CH:16]=[CH:15][CH:14]=2)[N:12]=1.C(=O)(O)[O-].[Na+]>CC(C)=O>[CH3:5][O:4][C:2]([NH:7][C:8]1[NH:9][CH2:10][CH:11]([C:13]2[CH:18]=[CH:17][CH:16]=[CH:15][CH:14]=2)[N:12]=1)=[O:3] |f:1.2,3.4|. Procedure: This example illustrates another process embodiment of the invention wherein an alkyl chloroformate is used as one of the reagents. In this example, 0.8 g. of methyl chloroformate is added over a five minute period to a stirring mixture of 2 g. 2-amino-4-phenyl-2-imidazoline hydrobromide, 1.4 g. sodium bicarbonate, and 20 ml. acetone held at 0° C. After addition is complete, the mixture is allowed to warm to room temperature and then stirred for 16 hours at room temperature. The mixture is disti... Reactants: CN1CCOCC1, CN(C)C1(c2ccccc2)CCC(=CC(=O)O)CC1, CN(C)C=O, C(=NC1CCCCC1)=NC1CCCCC1, Cl, [Na+], [OH-], O, On1nnc2ccccc21, NCCCc1c[nH]c2ccccc12. Product: CN(C)C1(c2ccccc2)CCC(=CC(=O)NCCCc2c[nH]c3ccccc23)CC1. Reaction SMILES: [CH3:24][N:25]1[CH2:26][CH2:27][O:28][CH2:29][CH2:30]1.[CH3:32][N:33]([C:34]1([c:44]2[cH:45][cH:46][cH:47][cH:48][cH:49]2)[CH2:35][CH2:36][C:37](=[CH:40][C:41](=[O:42])[OH:43])[CH2:38][CH2:39]1)[CH3:50].[CH3:68][N:69]([CH3:70])[CH:71]=[O:72].[CH:51]1([N:52]=[C:53]=[N:54][CH:55]2[CH2:56][CH2:57][CH2:58][CH2:59][CH2:60]2)[CH2:61][CH2:62][CH2:63][CH2:64][CH2:65]1.[ClH:31].[Na+:67].[OH-:66].[OH2:73].[OH:1][n:2]1[c:3]2[cH:4][cH:5][cH:6][cH:7][c:8]2[n:9][n:10]1.[nH:11]1[cH:12][c:13]([CH2:20][CH2:21][CH2:22][NH2:23])[c:14]2[cH:15][cH:16][cH:17][cH:18][c:19]12>>[nH:11]1[cH:12][c:13]([CH2:20][CH2:21][CH2:22][NH:23][C:41]([CH:40]=[C:37]2[CH2:36][CH2:35][C:34]([N:33]([CH3:32])[CH3:50])([c:44]3[cH:45][cH:46][cH:47][cH:48][cH:49]3)[CH2:39][CH2:38]2)=[O:42])[c:14]2[cH:15][cH:16][cH:17][cH:18][c:19]12. The reactants are NC=1NC(C2=C(N1)N(C(S2)=O)CC2OC(OC2)(C)C)=O (5-amino-3-(2,2-dimethyl-1,3-dioxolan-4-ylmethyl)thiazolo[4,5-d]pyrimidine-2,7(3H,6H)-dione), Cl (hydrogen chloride). Procedure details: A mixture of 5-amino-3-(2,2-dimethyl-1,3-dioxolan-4-ylmethyl)thiazolo[4,5-d]pyrimidine-2,7(3H,6H)-dione(200 mg, 0.67 mmol) and a solution of hydrogen chloride in MeOH (10%, 20 mL) was protected from moisture and stirred at ambient temperature for 45 min. The solution was evaporated and the residue was stirred with H2O (20 mL). The mixture was immediately made basic (pH=9) by the addition of cone. NH4OH and then acidified (pH=6) withAcOH. The mixture was allowed to stand for 2 h and then the soli... Reaction SMILES: [NH2:1][C:2]1[NH:3][C:4](=[O:20])[C:5]2[S:10][C:9](=[O:11])[N:8]([CH2:12][CH:13]3[CH2:17][O:16]C(C)(C)[O:14]3)[C:6]=2[N:7]=1.Cl>CO>[NH2:1][C:2]1[NH:3][C:4](=[O:20])[C:5]2[S:10][C:9](=[O:11])[N:8]([CH2:12][CH:13]([OH:14])[CH2:17][OH:16])[C:6]=2[N:7]=1. Conditions: time 45 minute. Run in CO (MeOH). Yields the product NC=1NC(C2=C(N1)N(C(S2)=O)CC(CO)O)=O (5-Amino-3-(2,3-dihydroxypropyl)thiazolo[4,5-d]-pyrimidine-2,7(3H,6H)-dione). Reactants: ON=C(C(=O)C1=CC=CC=C1)C1=CC=NC=C1 (2-hydroxyimino-2-(4-pyridyl)acetophenone), FC1(CC=NC=C1)CC(=O)C1=CC=CC=C1 (4-fluoro-2-(4-pyridyl)-acetophenone). Product: FC1(CC=NC=C1)C(C(=O)C1=CC=CC=C1)=NO (4-Fluoro-2-hydroxyimino-2-(4-pyridyl)acetophenone). As a reaction SMILES: [OH:1][N:2]=[C:3]([C:12]1[CH:17]=[CH:16][N:15]=[CH:14][CH:13]=1)[C:4]([C:6]1[CH:11]=[CH:10][CH:9]=[CH:8][CH:7]=1)=[O:5].[F:18]C1(CC(C2C=CC=CC=2)=O)C=CN=CC1>>[F:18][C:12]1([C:3](=[N:2][OH:1])[C:4]([C:6]2[CH:11]=[CH:10][CH:9]=[CH:8][CH:7]=2)=[O:5])[CH:13]=[CH:14][N:15]=[CH:16][CH2:17]1. Reported procedure: The title compound was prepared using the same procedure (U.S. Pat. No. 3,940,486) employed to prepare 2-hydroxyimino-2-(4-pyridyl)acetophenone, except using 4-fluoro-2-(4-pyridyl)-acetophenone.